From a dataset of the Open Reaction Database (ORD), a public repository of structured organic reaction records. describe an organic reaction: reactants, conditions, products, and yield As a reaction SMILES: [F:1][C:2]1[CH:3]=[C:4]([OH:13])[CH:5]=[C:6]([CH2:8][C:9]([O:11][CH3:12])=[O:10])[CH:7]=1.[C:14](=O)([O-])[O-].[K+].[K+].CI>CN(C=O)C.O>[F:1][C:2]1[CH:3]=[C:4]([O:13][CH3:14])[CH:5]=[C:6]([CH2:8][C:9]([O:11][CH3:12])=[O:10])[CH:7]=1 |f:1.2.3|. Conditions: time 8 hour. Yields the product FC=1C=C(C=C(C1)CC(=O)OC)OC (methyl 5-fluoro-3-methoxyphenylacetate). Starting materials: FC=1C=C(C=C(C1)CC(=O)OC)O (methyl 5-fluoro-3-hydroxyphenylacetate), C([O-])([O-])=O.[K+].[K+] (potassium carbonate), CI (methyl iodide). Solvent: O (water), CN(C)C=O (DMF). Isolated yield 15.9%. Procedure details: To a stirred mixture of methyl 5-fluoro-3-hydroxyphenylacetate (3.3 g, 15.7 mmol) and potassium carbonate (1.82 g, 50 mmol) in DMF (30 ml) was added methyl iodide (1.82 g, 50 mmol) at room temperature and the reaction mixture was stirred overnight. Then the mixture was diluted with water (50 ml) and extracted with ether. The combined extracts were washed with water and brine, dried (MgSO4) and concentrated in vacuo. The residue was purified by column chromatography (SiO2, 150 g; hexane/ethyl ace... Reactants: CCCCCC(C)C(C)c1cc(OC(C)=O)c2c(c1)OC(C)(C)C1=C2CC(C)CC1, CC(=O)O, ClC(Cl)Cl, [NH4+], O=[N+]([O-])[O-]. Product: CCCCCC(C)C(C)c1cc(OC(C)=O)c2c(c1)OC(C)(C)C1=C2CC(C)CC1=O. RXN SMILES: [C:1]([CH3:2])(=[O:3])[O:4][c:5]1[cH:6][c:7]([CH:22]([CH:23]([CH2:24][CH2:25][CH2:26][CH2:27][CH3:28])[CH3:29])[CH3:30])[cH:8][c:9]2[c:14]1[C:13]1=[C:12]([C:11]([CH3:20])([CH3:21])[O:10]2)[CH2:18][CH2:17][CH:16]([CH3:19])[CH2:15]1.[CH3:40][C:41](=[O:42])[OH:43].[CH:31]([Cl:32])([Cl:33])[Cl:34].[NH4+:35].[O-:36][N+:37](=[O:38])[O-:39]>>[C:1]([CH3:2])(=[O:3])[O:4][c:5]1[cH:6][c:7]([CH:22]([CH:23]([CH2:24][CH2:25][CH2:26][CH2:27][CH3:28])[CH3:29])[CH3:30])[cH:8][c:9]2[c:14]1[C:13]1=[C:12]([C:11]([CH3:20])([CH3:21])[O:10]2)[C:18](=[O:36])[CH2:17][CH:16]([CH3:19])[CH2:15]1. The reactants are CCI, COC(C)(C)C, CN1CCCN(C)C1=O, [Cl-], Nc1ccccc1, [NH4+]. Yields the product CCNc1ccccc1. As a reaction SMILES: [CH2:8]([CH3:9])[I:10].[CH3:13][O:14][C:15]([CH3:16])([CH3:17])[CH3:18].[CH3:19][N:20]1[CH2:21][CH2:22][CH2:23][N:24]([CH3:25])[C:26]1=[O:27].[Cl-:11].[NH2:1][c:2]1[cH:3][cH:4][cH:5][cH:6][cH:7]1.[NH4+:12]>>[NH:1]([c:2]1[cH:3][cH:4][cH:5][cH:6][cH:7]1)[CH2:8][CH3:9]. The reactants are N#CC1(NC(=O)C2CC(S(=O)(=O)c3ccc(Br)cc3C(F)(F)F)CC2OC2CCCC2)CC1, COC1CC(S(=O)(=O)c2ccc(Br)cc2C(F)(F)F)CC1C(=O)NC1(C#N)CC1, FC(F)(F)CN1CCNCC1. Product: N#CC1(NC(=O)C2CC(S(=O)(=O)c3ccc(N4CCN(CC(F)(F)F)CC4)cc3C(F)(F)F)CC2OC2CCCC2)CC1. As a reaction SMILES: [C:12](#[N:13])[C:14]1([NH:17][C:18](=[O:19])[CH:20]2[CH:21]([O:39][CH:40]3[CH2:41][CH2:42][CH2:43][CH2:44]3)[CH2:22][CH:23]([S:25](=[O:26])(=[O:27])[c:28]3[c:29]([C:35]([F:36])([F:37])[F:38])[cH:30][c:31]([Br:34])[cH:32][cH:33]3)[CH2:24]2)[CH2:15][CH2:16]1.[C:45]([C:46]1([NH:47][C:48]([CH:49]2[CH2:50][CH:51]([S:52]([c:53]3[cH:54][cH:55][c:56]([Br:57])[cH:58][c:59]3[C:60]([F:61])([F:62])[F:63])(=[O:64])=[O:65])[CH2:66][CH:67]2[O:68][CH3:69])=[O:70])[CH2:71][CH2:72]1)#[N:73].[F:1][C:2]([CH2:3][N:4]1[CH2:5][CH2:6][NH:7][CH2:8][CH2:9]1)([F:10])[F:11]>>[F:1][C:2]([CH2:3][N:4]1[CH2:5][CH2:6][N:7]([c:31]2[cH:30][c:29]([C:35]([F:36])([F:37])[F:38])[c:28]([S:25]([CH:23]3[CH2:22][CH:21]([O:39][CH:40]4[CH2:41][CH2:42][CH2:43][CH2:44]4)[CH:20]([C:18]([NH:17][C:14]4([C:12]#[N:13])[CH2:15][CH2:16]4)=[O:19])[CH2:24]3)(=[O:26])=[O:27])[cH:33][cH:32]2)[CH2:8][CH2:9]1)([F:10])[F:11]. The reactants are O (H2O), BrCC(=O)O (bromoacetic acid), CC(O)C1CC1 (a-methylcyclopropane methanol), [H-].[Na+] (NaH). Run in C1CCOC1 (THF). Conditions: temperature 70 celsius, time 18 hour. Yields the product C1(CC1)C(C)OCC(=O)O ((1-cyclopropyl-ethoxy)acetic acid). Isolated yield 29.9%. RXN SMILES: [H-].[Na+].Br[CH2:4][C:5]([OH:7])=[O:6].[CH3:8][CH:9]([CH:11]1[CH2:13][CH2:12]1)[OH:10].O>C1COCC1>[CH:11]1([CH:9]([O:10][CH2:4][C:5]([OH:7])=[O:6])[CH3:8])[CH2:13][CH2:12]1 |f:0.1|. Procedure details: To a suspension of NaH (80% in oil) (15.7 g, 523 inmol) in THF (180 mL) at 0° C. were added bromoacetic acid (28.0 g, 203 mmol) and a-methylcyclopropane methanol (10.0 g, 116 mmol). The resulting mixture was then stirred at 70° C. After a period of 18 h, the reaction mixture was poured over cold H2O and the H2O phase was extracted once with Et2O. The water phase was acidified with HCl and extracted twice with Et2O. The ether was dried over MgSO4, filtered and evaporated under reduced pressure. T...